From a dataset of the Open Reaction Database (ORD), a public repository of structured organic reaction records. describe an organic reaction: reactants, conditions, products, and yield Reactants: O=C([O-])[O-], ClCCl, Cc1ccc(I)c(C(=O)Nc2cccc(Cl)c2)n1, ClC(Cl)Cl, [Cs+], [Cs+], Nc1cccnc1, C1COCCO1, O=C(C=Cc1ccccc1)C=Cc1ccccc1, O=C(C=Cc1ccccc1)C=Cc1ccccc1, O=C(C=Cc1ccccc1)C=Cc1ccccc1, [Pd], [Pd]. Yields the product Cc1ccc(Nc2cccnc2)c(C(=O)Nc2cccc(Cl)c2)n1. Reaction SMILES: [C:26](=[O:27])([O-:28])[O-:29].[CH2:38]([Cl:39])[Cl:40].[Cl:1][c:2]1[cH:3][c:4]([NH:8][C:9](=[O:10])[c:11]2[n:12][c:13]([CH3:18])[cH:14][cH:15][c:16]2[I:17])[cH:5][cH:6][cH:7]1.[Cl:97][CH:98]([Cl:99])[Cl:100].[Cs+:30].[Cs+:31].[NH2:19][c:20]1[cH:21][n:22][cH:23][cH:24][cH:25]1.[O:32]1[CH2:33][CH2:34][O:35][CH2:36][CH2:37]1.[O:43]=[C:44]([CH:45]=[CH:46][c:47]1[cH:48][cH:49][cH:50][cH:51][cH:52]1)[CH:53]=[CH:54][c:55]1[cH:56][cH:57][cH:58][cH:59][cH:60]1.[O:61]=[C:62]([CH:63]=[CH:64][c:65]1[cH:66][cH:67][cH:68][cH:69][cH:70]1)[CH:71]=[CH:72][c:73]1[cH:74][cH:75][cH:76][cH:77][cH:78]1.[O:79]=[C:80]([CH:81]=[CH:82][c:83]1[cH:84][cH:85][cH:86][cH:87][cH:88]1)[CH:89]=[CH:90][c:91]1[cH:92][cH:93][cH:94][cH:95][cH:96]1.[Pd:41].[Pd:42]>>[Cl:1][c:2]1[cH:3][c:4]([NH:8][C:9](=[O:10])[c:11]2[n:12][c:13]([CH3:18])[cH:14][cH:15][c:16]2[NH:19][c:20]2[cH:21][n:22][cH:23][cH:24][cH:25]2)[cH:5][cH:6][cH:7]1. Reactants: [BH4-], Cc1nc2c3c(ccn2c1C)C(=O)C(C)(O)C(c1ccccc1)N3, CO, [Na+]. The product is Cc1nc2c3c(ccn2c1C)C(O)C(C)(O)C(c1ccccc1)N3. As a reaction SMILES: [BH4-:25].[CH3:1][c:2]1[n:3][c:4]2[n:5]([cH:6][cH:7][c:8]3[c:13]2[NH:12][CH:11]([c:14]2[cH:15][cH:16][cH:17][cH:18][cH:19]2)[C:10]([OH:20])([CH3:21])[C:9]3=[O:22])[c:23]1[CH3:24].[CH3:27][OH:28].[Na+:26]>>[CH3:1][c:2]1[n:3][c:4]2[n:5]([cH:6][cH:7][c:8]3[c:13]2[NH:12][CH:11]([c:14]2[cH:15][cH:16][cH:17][cH:18][cH:19]2)[C:10]([OH:20])([CH3:21])[CH:9]3[OH:22])[c:23]1[CH3:24]. The reactants are Cl[C@H]1[C@@H](CCC2=CC=CC=C12)NC(=O)OCC ((±) trans-1-chloro-2-ethoxycarbonylamino-1,2,3,4-tetrahydronaphthalene), KHCO3. Run in C(C)O (ethanol). Reaction conditions: time 30 minute. The product is C(C)OC=1O[C@@H]2[C@H](N1)CCC1=CC=CC=C12 ((±) cis-2-Ethoxy-3a,4,5,9b-tetrahydronapth[2,1-d]oxazole). The yield is 79.4%. Reaction SMILES: Cl[C@@H:2]1[C:11]2[C:6](=[CH:7][CH:8]=[CH:9][CH:10]=2)[CH2:5][CH2:4][C@H:3]1[NH:12][C:13]([O:15][CH2:16][CH3:17])=[O:14]>C(O)C>[CH2:16]([O:15][C:13]1[O:14][C@H:2]2[C:11]3[C:6](=[CH:7][CH:8]=[CH:9][CH:10]=3)[CH2:5][CH2:4][C@H:3]2[N:12]=1)[CH3:17]. Procedure details: A solution of (±) trans-1-chloro-2-ethoxycarbonylamino-1,2,3,4-tetrahydronaphthalene (L. M. Gaster and B. S. Orlek, EP 88575)(1.0 g, 4.0 mmol) in ethanol (100 ml) was treated dropwise with a solution of KHCO3 (0.44 g, 4.4 mmol in 30 ml water) over a period of 3 h. After stirring for a further 30 min the reaction was concentrated under high vacuum to approximately one quarter the original volume, then diluted with water and extracted into diethyl ether (3×100 ml). The combined extracts were washe... The reactants are Example 123 ( 1 ), C([O-])([O-])=O.[K+].[K+] (potassium carbonate), C(C1=CC=CC=C1)Br (benzyl bromide), NC1=C(C(=O)C2=C(C=CC=C2)O)C=C(C=C1)Cl (2-amino-5-chloro-2'-hydroxybenzophenone). Solvent: CN(C=O)C (N,N-dimethylformamide). Conditions: time 2 hour. Product: NC1=C(C(=O)C2=C(C=CC=C2)OCC2=CC=CC=C2)C=C(C=C1)Cl (2-amino-2'-benzyloxy-5-chlorobenzophenone). As a reaction SMILES: [NH2:1][C:2]1[CH:16]=[CH:15][C:14]([Cl:17])=[CH:13][C:3]=1[C:4]([C:6]1[CH:11]=[CH:10][CH:9]=[CH:8][C:7]=1[OH:12])=[O:5].C(=O)([O-])[O-].[K+].[K+].[CH2:24](Br)[C:25]1[CH:30]=[CH:29][CH:28]=[CH:27][CH:26]=1>CN(C)C=O>[NH2:1][C:2]1[CH:16]=[CH:15][C:14]([Cl:17])=[CH:13][C:3]=1[C:4]([C:6]1[CH:11]=[CH:10][CH:9]=[CH:8][C:7]=1[O:12][CH2:24][C:25]1[CH:30]=[CH:29][CH:28]=[CH:27][CH:26]=1)=[O:5] |f:1.2.3|. Procedure: In 30 ml of N,N-dimethylformamide was dissolved 5.0 g of 2-amino-5-chloro-2'-hydroxybenzophenone, as obtained in Example 123 (1), to which were added 4.2 g of potassium carbonate and 2.9 ml of benzyl bromide; the mixture was then stirred for 2 hours at room temperature. The mixture was subjected to extraction with 150 ml of water and 200 ml of ethyl acetate, and the ethyl acetate layer was washed with water, dried over anhydrous magnesium sulfate, and distilled off under reduced pressure. The re... Reactants: C([O-])([O-])=O.[Na+].[Na+] (sodium carbonate), O (water), C(C)(C)(C)OC(C(C)(C)SC=1SC=C(N1)CCNC1=NC=C(N=C1)Br)=O (2-[(4-{2-[(5-bromopyrazin-2-yl)amino]ethyl}-1,3-thiazol-2-yl)thio]-2-methylpropionic acid tert-butyl ester), ClC1=CC=C(C=C1)OB(O)O (4-chlorophenylboric acid). The reagents and catalysts are C=1C=CC(=CC1)[P](C=2C=CC=CC2)(C=3C=CC=CC3)[Pd]([P](C=4C=CC=CC4)(C=5C=CC=CC5)C=6C=CC=CC6)([P](C=7C=CC=CC7)(C=8C=CC=CC8)C=9C=CC=CC9)[P](C=1C=CC=CC1)(C=1C=CC=CC1)C=1C=CC=CC1 (tetrakis(triphenylphosphine)palladium). Run in O1CCOCC1 (dioxane). Product: C(C)(C)(C)OC(C(C)(C)SC=1SC=C(N1)CCNC1=NC=C(N=C1)C1=CC=C(C=C1)Cl)=O (2-{[4-(2-{[5-(4-chlorophenyl)pyrazin-2-yl]amino}ethyl)-1,3-thiazol-2-yl]thio}-2-methylpropionic acid tert-butyl ester). Yield: 90.9%. As a reaction SMILES: [C:1]([O:5][C:6](=[O:26])[C:7]([S:10][C:11]1[S:12][CH:13]=[C:14]([CH2:16][CH2:17][NH:18][C:19]2[CH:24]=[N:23][C:22](Br)=[CH:21][N:20]=2)[N:15]=1)([CH3:9])[CH3:8])([CH3:4])([CH3:3])[CH3:2].[Cl:27][C:28]1[CH:33]=[CH:32][C:31](OB(O)O)=[CH:30][CH:29]=1.C(=O)([O-])[O-].[Na+].[Na+].O>O1CCOCC1.C1C=CC([P]([Pd]([P](C2C=CC=CC=2)(C2C=CC=CC=2)C2C=CC=CC=2)([P](C2C=CC=CC=2)(C2C=CC=CC=2)C2C=CC=CC=2)[P](C2C=CC=CC=2)(C2C=CC=CC=2)C2C=CC=CC=2)(C2C=CC=CC=2)C2C=CC=CC=2)=CC=1>[C:1]([O:5][C:6](=[O:26])[C:7]([S:10][C:11]1[S:12][CH:13]=[C:14]([CH2:16][CH2:17][NH:18][C:19]2[CH:24]=[N:23][C:22]([C:31]3[CH:32]=[CH:33][C:28]([Cl:27])=[CH:29][CH:30]=3)=[CH:21][N:20]=2)[N:15]=1)([CH3:9])[CH3:8])([CH3:4])([CH3:3])[CH3:2] |f:2.3.4,^1:54,56,75,94|. Reported procedure: Under nitrogen atmosphere, 2-[(4-{2-[(5-bromopyrazin-2-yl)amino]ethyl}-1,3-thiazol-2-yl)thio]-2-methylpropionic acid tert-butyl ester (10.5 g) synthesized in Example 226-1 and 4-chlorophenylboric acid (5.36 g) were dissolved in dioxane (80 mL) and aqueous sodium carbonate solution (2 mol/L, 40 mL), tetrakis(triphenylphosphine)palladium (1.32 g) was added, and the mixture was refluxed for 4 hr. The reaction mixture was cooled, water was added thereto, and the mixture was extracted with ethyl acet...